From a dataset of the Open Reaction Database (ORD), a public repository of structured organic reaction records. describe an organic reaction: reactants, conditions, products, and yield Starting materials: Brc1ccc(C2CCNCC2)nc1, CC(C)=O, CC(=O)O, CO, Cl. The product is CC(C)N1CCC(c2ccc(Br)cn2)CC1. Reaction SMILES: [Br:1][c:2]1[cH:3][cH:4][c:5]([CH:8]2[CH2:9][CH2:10][NH:11][CH2:12][CH2:13]2)[n:6][cH:7]1.[CH3:14][C:15]([CH3:16])=[O:17].[CH3:19][C:20](=[O:21])[OH:22].[CH3:23][OH:24].[ClH:18]>>[Br:1][c:2]1[cH:3][cH:4][c:5]([CH:8]2[CH2:9][CH2:10][N:11]([CH:15]([CH3:14])[CH3:16])[CH2:12][CH2:13]2)[n:6][cH:7]1. Reaction conditions: temperature 80 celsius, time 6 hour. Yield: 43.0%. Product: C1(=CC=CC=C1)C(OC1=CC=C(C=C1)C=1OC=C(N1)COC1=CC=C(C=C1)CCCN1C=NC=C1)C1=CC=CC=C1 (2-(4-diphenylmethoxyphenyl)-4-[4-[3-(1-imidazolyl)propyl]phenoxymethyl]oxazole). Solvent: CN(C=O)C (N,N-dimethylformamide). Procedure details: To a solution of 2-(4-hydroxyphenyl)-4-[4-[3-(1-imidazolyl)propyl]phenoxymethyl]oxazole (250 mg) in N,N-dimethylformamide (10 ml) was added sodium hydride (oily, 60%, 30 mg) and stirred at room temperature for one hour, to which chlorodiphenylmethane (270 mg) was added and stirred at 80° C. for 6 hours. The reaction mixture was poured into water, and extracted with ethyl acetate. The ethyl acetate layer was washed with 1N-sodium hydroxide and water, dried (MgSO4), and concentrated under reduced ... Reaction SMILES: [OH:1][C:2]1[CH:7]=[CH:6][C:5]([C:8]2[O:9][CH:10]=[C:11]([CH2:13][O:14][C:15]3[CH:20]=[CH:19][C:18]([CH2:21][CH2:22][CH2:23][N:24]4[CH:28]=[CH:27][N:26]=[CH:25]4)=[CH:17][CH:16]=3)[N:12]=2)=[CH:4][CH:3]=1.[H-].[Na+].Cl[CH:32]([C:39]1[CH:44]=[CH:43][CH:42]=[CH:41][CH:40]=1)[C:33]1[CH:38]=[CH:37][CH:36]=[CH:35][CH:34]=1.O>CN(C)C=O>[C:33]1([CH:32]([C:39]2[CH:40]=[CH:41][CH:42]=[CH:43][CH:44]=2)[O:1][C:2]2[CH:3]=[CH:4][C:5]([C:8]3[O:9][CH:10]=[C:11]([CH2:13][O:14][C:15]4[CH:20]=[CH:19][C:18]([CH2:21][CH2:22][CH2:23][N:24]5[CH:28]=[CH:27][N:26]=[CH:25]5)=[CH:17][CH:16]=4)[N:12]=3)=[CH:6][CH:7]=2)[CH:38]=[CH:37][CH:36]=[CH:35][CH:34]=1 |f:1.2|. Starting materials: OC1=CC=C(C=C1)C=1OC=C(N1)COC1=CC=C(C=C1)CCCN1C=NC=C1 (2-(4-hydroxyphenyl)-4-[4-[3-(1-imidazolyl)propyl]phenoxymethyl]oxazole), [H-].[Na+] (sodium hydride), O (water), ClC(C1=CC=CC=C1)C1=CC=CC=C1 (chlorodiphenylmethane). Starting materials: ClC1=C(C(=O)NC=2C=CC=C3C=C(C=NC23)C(C)=NO)C(=CC=C1)Cl (8-(2,6-dichlorobenzoylamino)-3-(1-hydroxyiminoethyl)quinoline), P(=O)(Cl)(Cl)Cl (phosphoryl chloride). Run in N1=CC=CC=C1 (pyridine). Run at time 50 minute. Product: C(C)(=O)NC=1C=NC2=C(C=CC=C2C1)NC(C1=C(C=CC=C1Cl)Cl)=O (3-acetylamino-8-(2,6-dichlorobenzoylamino)quinoline). Yield: 22.6%. RXN SMILES: [Cl:1][C:2]1[CH:24]=[CH:23][CH:22]=[C:21]([Cl:25])[C:3]=1[C:4]([NH:6][C:7]1[CH:8]=[CH:9][CH:10]=[C:11]2[C:16]=1[N:15]=[CH:14][C:13](C(=NO)C)=[CH:12]2)=[O:5].P(Cl)(Cl)(Cl)=O>N1C=CC=CC=1>[C:4]([NH:6][C:13]1[CH:14]=[N:15][C:16]2[C:11]([CH:12]=1)=[CH:10][CH:9]=[CH:8][C:7]=2[NH:6][C:4](=[O:5])[C:3]1[C:2]([Cl:1])=[CH:24][CH:23]=[CH:22][C:21]=1[Cl:25])(=[O:5])[CH3:3]. Procedure details: To a solution of 8-(2,6-dichlorobenzoylamino)-3-(1-hydroxyiminoethyl)quinoline (168 mg) in pyridine was added phosphoryl chloride (516 mg) at 4° C., and the mixture was stirred for 50 minutes at the same temperature. The mixture was poured into ice and extracted with dichloromethane. The organic layer was washed with saturated sodium bicarbonate solution and brine, dried over magnesium sulfate and evaporated in vacuo. The residue was recrystallized from ethanol and water to give 3-acetylamino-8-... Starting materials: ClCCl (dichloromethane), C([O-])([O-])=O.[K+].[K+] (potassium carbonate), COC(CC1=CC2=CC=C(C=C2C(=C1)OS(=O)(=O)C(F)(F)F)F)=O ((6-fluoro-4-trifluoromethanesulfonyloxy-naphthalen-2-yl)-acetic acid methyl ester), C(C)(C)(C)OC(=O)N1CCC(=CC1)B1OC(C(O1)(C)C)(C)C (4-(4,4,5,5-tetramethyl-[1,3,2]dioxaborolan-2-yl)-3,6-dihydro-2H-pyridine-1-carboxylic acid tert-butyl ester). Reagents/catalysts: C1=CC=C(C=C1)P([C-]2C=CC=C2)C3=CC=CC=C3.C1=CC=C(C=C1)P([C-]2C=CC=C2)C3=CC=CC=C3.Cl[Pd]Cl.[Fe+2] ([1,1′-Bis(diphenylphosphino)ferrocene]dichloropalladium(II)). The solvent is CN(C)C=O.CO (DMF MeOH), C(C)(=O)OCC (Ethyl acetate). The product is C(C)(C)(C)OC(=O)N1CCC(=CC1)C1=CC(=CC2=CC=C(C=C12)F)CC(=O)OC (4-(7-fluoro-3-methoxycarbonylmethyl-naphthalen-1-yl)-3,6-dihydro-2H-pyridine-1-carboxylic acid tert-butyl ester). Yield: 54.2%. RXN SMILES: C(=O)([O-])[O-].[K+].[K+].[CH3:7][O:8][C:9](=[O:30])[CH2:10][C:11]1[CH:20]=[C:19](OS(C(F)(F)F)(=O)=O)[C:18]2[C:13](=[CH:14][CH:15]=[C:16]([F:29])[CH:17]=2)[CH:12]=1.[C:31]([O:35][C:36]([N:38]1[CH2:43][CH:42]=[C:41](B2OC(C)(C)C(C)(C)O2)[CH2:40][CH2:39]1)=[O:37])([CH3:34])([CH3:33])[CH3:32].ClCCl>CN(C=O)C.CO.C1C=CC(P(C2C=CC=CC=2)[C-]2C=CC=C2)=CC=1.C1C=CC(P(C2C=CC=CC=2)[C-]2C=CC=C2)=CC=1.Cl[Pd]Cl.[Fe+2].C(OCC)(=O)C>[C:31]([O:35][C:36]([N:38]1[CH2:39][CH:40]=[C:41]([C:19]2[C:18]3[C:13](=[CH:14][CH:15]=[C:16]([F:29])[CH:17]=3)[CH:12]=[C:11]([CH2:10][C:9]([O:8][CH3:7])=[O:30])[CH:20]=2)[CH2:42][CH2:43]1)=[O:37])([CH3:34])([CH3:32])[CH3:33] |f:0.1.2,6.7,8.9.10.11|. Procedure details: Anhydrous potassium carbonate (0.40 g, 2.9 mmol) was added to a stirred solution of compound (6-fluoro-4-trifluoromethanesulfonyloxy-naphthalen-2-yl)-acetic acid methyl ester (which may be prepared as described above; 0.37 g, 1 mmol) and 4-(4,4,5,5-tetramethyl-[1,3,2]dioxaborolan-2-yl)-3,6-dihydro-2H-pyridine-1-carboxylic acid tert-butyl ester (0.30 g, 0.97 mmol) in dry DMF-MeOH (4:1, 5 mL) in a pressure tube. The mixture was deoxygenated by bubbling with argon for 15 min. [1,1′-Bis(diphenylphos... Product: CCOc1cc(CCC(=O)OC)ccc1-c1cccc(NC)n1. RXN SMILES: [C:1]([O:2][C:3](=[O:4])[CH2:8][NH:9][c:10]1[cH:11][cH:12][cH:13][c:14](-[c:16]2[c:17]([O:28][CH2:29][CH3:30])[cH:18][c:19]([CH2:22][CH2:23][C:24](=[O:25])[O:26][CH3:27])[cH:20][cH:21]2)[n:15]1)([CH3:5])([CH3:6])[CH3:7].[C:38](=[O:39])([O-:40])[OH:41].[Cl:43][CH2:44][Cl:45].[Na+:42].[OH:31][C:32]([C:33]([F:34])([F:35])[F:36])=[O:37]>>[CH3:8][NH:9][c:10]1[cH:11][cH:12][cH:13][c:14](-[c:16]2[c:17]([O:28][CH2:29][CH3:30])[cH:18][c:19]([CH2:22][CH2:23][C:24](=[O:25])[O:26][CH3:27])[cH:20][cH:21]2)[n:15]1. Reactants: CCOc1cc(CCC(=O)OC)ccc1-c1cccc(NCC(=O)OC(C)(C)C)n1, O=C([O-])O, ClCCl, [Na+], O=C(O)C(F)(F)F.